From a dataset of the Open Reaction Database (ORD), a public repository of structured organic reaction records. describe an organic reaction: reactants, conditions, products, and yield The reactants are ClC(=O)OCC (ethyl chloroformate), FC1=CC=C(C=C1)N(C(=O)N)O (1-(4-Fluorophenyl)-1-hydroxyurea), O (water). Solvent: [OH-].[Na+] (sodium hydroxide). Reaction conditions: time 1 hour. Product: FC1=CC=C(C=C1)N1OC(NC1=O)=O (2-(4-fluorophenyl)-1,2,4-oxadiazolidin-3,5-dione). As a reaction SMILES: [F:1][C:2]1[CH:7]=[CH:6][C:5]([N:8]([OH:12])[C:9]([NH2:11])=[O:10])=[CH:4][CH:3]=1.Cl[C:14](OCC)=[O:15].O>[OH-].[Na+]>[F:1][C:2]1[CH:3]=[CH:4][C:5]([N:8]2[C:9](=[O:10])[NH:11][C:14](=[O:15])[O:12]2)=[CH:6][CH:7]=1 |f:3.4|. Procedure: 1-(4-Fluorophenyl)-1-hydroxyurea (0.2 mole) dissolved in aqueous sodium hydroxide (200 ml; 2 N) is charged into a glass reaction vessel equipped with a mechanical stirrer and thermometer. The solution is cooled to a temperature of about 10°C and ethyl chloroformate (0.21 mole) is slowly added with stirring. After the addition is completed stirring is continued for a period of about one hour. The reaction mixture is then poured into 2 liters of water. The resulting aqueous solution is then filter... Starting materials: CSc1ncc(C#N)c(-c2cn(S(=O)(=O)c3ccc(C)cc3)c3ncc(C(F)(F)F)cc23)n1, ClCCl, Oc1c(F)c(F)c(F)c(F)c1F, O=C(OO)c1cccc(Cl)c1. The product is Cc1ccc(S(=O)(=O)n2cc(-c3nc(Oc4c(F)c(F)c(F)c(F)c4F)ncc3C#N)c3cc(C(F)(F)F)cnc32)cc1. RXN SMILES: [CH3:1][S:2][c:3]1[n:4][cH:5][c:6]([C:32]#[N:33])[c:7](-[c:9]2[cH:10][n:11]([S:22](=[O:23])(=[O:24])[c:25]3[cH:26][cH:27][c:28]([CH3:29])[cH:30][cH:31]3)[c:12]3[n:13][cH:14][c:15]([C:18]([F:19])([F:20])[F:21])[cH:16][c:17]23)[n:8]1.[Cl:57][CH2:58][Cl:59].[F:45][c:46]1[c:47]([F:56])[c:48]([F:55])[c:49]([F:54])[c:50]([F:53])[c:51]1[OH:52].[OH:34][O:35][C:36]([c:37]1[cH:38][c:39]([Cl:40])[cH:41][cH:42][cH:43]1)=[O:44]>>[c:3]1([O:52][c:51]2[c:46]([F:45])[c:47]([F:56])[c:48]([F:55])[c:49]([F:54])[c:50]2[F:53])[n:4][cH:5][c:6]([C:32]#[N:33])[c:7](-[c:9]2[cH:10][n:11]([S:22](=[O:23])(=[O:24])[c:25]3[cH:26][cH:27][c:28]([CH3:29])[cH:30][cH:31]3)[c:12]3[n:13][cH:14][c:15]([C:18]([F:19])([F:20])[F:21])[cH:16][c:17]23)[n:8]1.